Dataset: the Open Reaction Database (ORD), a public repository of structured organic reaction records. Task: describe an organic reaction: reactants, conditions, products, and yield Starting materials: C=CCNC(=O)OCc1ccccc1, ClCCl, [Na+], [OH-], O=C(OO)c1cccc(Cl)c1. Product: O=C(NCC1CO1)OCc1ccccc1. As a reaction SMILES: [CH2:1]([c:2]1[cH:3][cH:4][cH:5][cH:6][cH:7]1)[O:8][C:9]([NH:10][CH2:11][CH:12]=[CH2:13])=[O:14].[Cl:28][CH2:29][Cl:30].[Na+:27].[OH-:26].[OH:15][O:16][C:17]([c:18]1[cH:19][c:20]([Cl:21])[cH:22][cH:23][cH:24]1)=[O:25]>>[CH2:1]([c:2]1[cH:3][cH:4][cH:5][cH:6][cH:7]1)[O:8][C:9]([NH:10][CH2:11][CH:12]1[CH2:13][O:15]1)=[O:14].